Task: describe an organic reaction: reactants, conditions, products, and yield. Dataset: the Open Reaction Database (ORD), a public repository of structured organic reaction records The reactants are Cl (HCl), OC1=CC=CC=2C(C3=CC=CC=C3C(C12)=O)=O (1-hydroxyanthraquinone), [H-].[Na+] (NaH), mixture, 3- and 4-vinylbenzyl chloride. Solvent: CN1C(CCC1)=O (N-methylpyrrolidone). Reaction conditions: time 5 hour. The product is C1(=CC=CC=2C(C3=CC=CC=C3C(C12)=O)=O)OC=CC1=CC=C(C=C1)C (p-methylstyryl 1-anthraquinonyl ether). As a reaction SMILES: [OH:1][C:2]1[C:15]2[C:14](=[O:16])[C:13]3[C:8](=[CH:9][CH:10]=[CH:11][CH:12]=3)[C:7](=[O:17])[C:6]=2[CH:5]=[CH:4][CH:3]=1.[H-].[Na+].Cl>CN1CCCC1=O>[C:2]1([O:1][CH:4]=[CH:5][C:6]2[CH:7]=[CH:8][C:13]([CH3:12])=[CH:14][CH:15]=2)[C:15]2[C:14](=[O:16])[C:13]3[C:8](=[CH:9][CH:10]=[CH:11][CH:12]=3)[C:7](=[O:17])[C:6]=2[CH:5]=[CH:4][CH:3]=1 |f:1.2|. Reported procedure: 0.1 mol of 1-hydroxyanthraquinone is dissolved hot in 100 ml of N-methylpyrrolidone in a 1 liter brown glass flask with a mechanical stirrer, thermometer and condenser. After the mixture has been cooled to room temperature, 0.1 mol of NaH suspension is added in portions. When the evolution of gas has ended, 0.11 mol of a mixture of 3- and 4-vinylbenzyl chloride is added and the mixture is stirred at 100° C. for 5 hours. Stirring is continued overnight at room temperature. 100 ml of 0.1 N HCl are... The reactants are C(C)(C)(C)OC(NC=1N(C(C([C@@](N1)(C)C1=C(C=CC(=C1)N)F)(C)C)=O)C)=O ([(S)-4-(5-amino-2-fluoro-phenyl)-1,4,5,5-tetramethyl-6-oxo-1,4,5,6-tetrahydro-pyrimidin-2-yl]-carbamic acid tert-butyl ester), C(C)(C)(C)OC(NC=1N(C(C([C@@](N1)(C)C1=C(C=CC(=C1)N)F)(C)C)=O)C)=O ([(S)-4-(5-amino-2-fluoro-phenyl)-1,4,5,5-tetramethyl-6-oxo-1,4,5,6-tetrahydro-pyrimidin-2-yl]-carbamic acid tert-butyl ester), FC(C(C(=O)O)O)(F)F (rac-3,3,3-trifluoro-2-hydroxy-propionic acid). Product: NC=1N(C(C([C@@](N1)(C)C=1C=C(C=CC1F)NC(C(C(F)(F)F)O)=O)(C)C)=O)C (N-[3-((S)-2-Amino-1,4,5,5-tetramethyl-6-oxo-1,4,5,6-tetrahydro-pyrimidin-4-yl)-4-fluoro-phenyl]-3,3,3-trifluoro-2-hydroxy-propionamide). Reaction SMILES: C(OC(=O)[NH:7][C:8]1[N:9]([CH3:26])[C:10](=[O:25])[C:11]([CH3:24])([CH3:23])[C@:12]([C:15]2[CH:20]=[C:19]([NH2:21])[CH:18]=[CH:17][C:16]=2[F:22])([CH3:14])[N:13]=1)(C)(C)C.[F:28][C:29]([F:36])([F:35])[CH:30]([OH:34])[C:31](O)=[O:32]>>[NH2:7][C:8]1[N:9]([CH3:26])[C:10](=[O:25])[C:11]([CH3:24])([CH3:23])[C@:12]([C:15]2[CH:20]=[C:19]([NH:21][C:31](=[O:32])[CH:30]([OH:34])[C:29]([F:36])([F:35])[F:28])[CH:18]=[CH:17][C:16]=2[F:22])([CH3:14])[N:13]=1. Reported procedure: The coupling of [(S)-4-(5-amino-2-fluoro-phenyl)-1,4,5,5-tetramethyl-6-oxo-1,4,5,6-tetrahydro-pyrimidin-2-yl]-carbamic acid tert-butyl ester (intermediate F2) and rac-3,3,3-trifluoro-2-hydroxy-propionic acid followed by deprotection of the intermediate yielded the title compound as a white solid. MS (ESI): m/z=405.4 [M+H]+.